This data is from the Open Reaction Database (ORD), a public repository of structured organic reaction records. The task is: describe an organic reaction: reactants, conditions, products, and yield The reactants are C(#N)C1=C(C(=CC=C1)C#N)B(O)O (2,6-dicyanobenzene boronic acid), C(=O)([O-])[O-].[K+].[K+] (K2CO3), COC([C@@H](NC(C1=C(C=CC=C1Cl)Cl)=O)CC1=CC=C(C=C1)OS(=O)(=O)C(F)(F)F)=O (N-(2,6-dichlorobenzoyl)-O-(trifluoromethanesulfonyl)-L-tyrosine methyl ester). Reagents/catalysts: C=1C=CC(=CC1)[P](C=2C=CC=CC2)(C=3C=CC=CC3)[Pd]([P](C=4C=CC=CC4)(C=5C=CC=CC5)C=6C=CC=CC6)([P](C=7C=CC=CC7)(C=8C=CC=CC8)C=9C=CC=CC9)[P](C=1C=CC=CC1)(C=1C=CC=CC1)C=1C=CC=CC1 (Pd(PPh3)4). Solvent: CCOC(=O)C (EtOAc), C1(=CC=CC=C1)C (toluene). Conditions: temperature 90 celsius. Yields the product COC([C@@H](NC(C1=C(C=CC=C1Cl)Cl)=O)CC1=CC=C(C=C1)C1=C(C=CC=C1C#N)C#N)=O (N-(2,6-dichlorobenzoyl)-4-(2,6-dicyanophenyl)-L-phenylalanine methyl ester). Isolated yield 12.1%. As a reaction SMILES: [C:1]([C:3]1[CH:8]=[CH:7][CH:6]=[C:5]([C:9]#[N:10])[C:4]=1B(O)O)#[N:2].C([O-])([O-])=O.[K+].[K+].[CH3:20][O:21][C:22](=[O:50])[C@H:23]([CH2:35][C:36]1[CH:41]=[CH:40][C:39](OS(C(F)(F)F)(=O)=O)=[CH:38][CH:37]=1)[NH:24][C:25](=[O:34])[C:26]1[C:31]([Cl:32])=[CH:30][CH:29]=[CH:28][C:27]=1[Cl:33]>C1(C)C=CC=CC=1.CCOC(C)=O.C1C=CC([P]([Pd]([P](C2C=CC=CC=2)(C2C=CC=CC=2)C2C=CC=CC=2)([P](C2C=CC=CC=2)(C2C=CC=CC=2)C2C=CC=CC=2)[P](C2C=CC=CC=2)(C2C=CC=CC=2)C2C=CC=CC=2)(C2C=CC=CC=2)C2C=CC=CC=2)=CC=1>[CH3:20][O:21][C:22](=[O:50])[C@H:23]([CH2:35][C:36]1[CH:37]=[CH:38][C:39]([C:4]2[C:3]([C:1]#[N:2])=[CH:8][CH:7]=[CH:6][C:5]=2[C:9]#[N:10])=[CH:40][CH:41]=1)[NH:24][C:25](=[O:34])[C:26]1[C:27]([Cl:33])=[CH:28][CH:29]=[CH:30][C:31]=1[Cl:32] |f:1.2.3,^1:67,69,88,107|. Reported procedure: To a mixture of 2,6-dicyanobenzene boronic acid (0.516 g) and anhydrous K2CO3 (0.2 g) in toluene (10 mL) under N2 was added N-(2,6-dichlorobenzoyl)-O-(trifluoromethanesulfonyl)-L-tyrosine methyl ester (0.5 g). Pd(PPh3)4 (0.1 g) was added and the mixture was heated at 90° C. for 8 h. The mixture was cooled, diluted with EtOAc and washed successively with water and brine. The organic layer was dried (MgSO4) and evaporated, and the residue was purified by column chromatography (silica gel; eluent: ...